Dataset: the Open Reaction Database (ORD), a public repository of structured organic reaction records. Task: describe an organic reaction: reactants, conditions, products, and yield Run at temperature 195 celsius, time 18 hour. RXN SMILES: [Cl:1][C:2]1[CH:17]=[C:16]([F:18])[C:15]([N:19]2[C:23](=[O:24])[N:22]([CH:25]([F:27])[F:26])[C:21]([CH3:28])=[N:20]2)=[CH:14][C:3]=1[O:4][C:5]1[CH:10]=[CH:9][C:8]([C:11](Cl)=[O:12])=[CH:7][CH:6]=1.[S:29]([CH:33]([CH3:35])[CH3:34])(=[O:32])(=[O:31])[NH2:30]>C(Cl)Cl>[CH3:34][CH:33]([S:29]([NH:30][C:11]([C:8]1[CH:9]=[CH:10][C:5]([O:4][C:3]2[CH:14]=[C:15]([N:19]3[C:23](=[O:24])[N:22]([CH:25]([F:26])[F:27])[C:21]([CH3:28])=[N:20]3)[C:16]([F:18])=[CH:17][C:2]=2[Cl:1])=[CH:6][CH:7]=1)=[O:12])(=[O:32])=[O:31])[CH3:35]. Isolated yield 79.8%. Run in C(Cl)Cl (methylene chloride). Product: CC(C)S(=O)(=O)NC(=O)C1=CC=C(C=C1)OC1=C(C=C(C(=C1)N1N=C(N(C1=O)C(F)F)C)F)Cl (N-(1-methylethyl)sulfonyl-4-[2-chloro-4-fluoro-5-(4-difluoromethyl-4,5-dihydro-3-methyl-5-oxo-1H-1,2,4-triazol-1-yl)phenoxy]phenylcarboxamide). Reactants: ClC1=C(OC2=CC=C(C=C2)C(=O)Cl)C=C(C(=C1)F)N1N=C(N(C1=O)C(F)F)C (4-[2-chloro-4-fluoro-5-(4-difluoromethyl -4,5-dihydro-3-methyl-5-oxo-1H-1,2,4 triazol-1-yl)phenoxy]phenyl-carboxylic acid chloride), S(N)(=O)(=O)C(C)C (2-sulfamylpropane). Procedure: A stirred mixture of 0.59 g (0.0014 mole) of 4-[2-chloro-4-fluoro-5-(4-difluoromethyl -4,5-dihydro-3-methyl-5-oxo-1H-1,2,4 triazol-1-yl)phenoxy]phenyl-carboxylic acid chloride and 0.17 g (0.0014 mole) of 2-sulfamylpropane was heated at 195° C. for approximately 15 minutes. The mixture was cooled and 2 mL of methylene chloride was added. The mixture was allowed to stand at room temperature for approximately 18 hours. A brown solid formed, was collected and triturated with petroleum ether. Recover... Reactants: FC(C1=CC=C(C=C1)C=1C=C(C(=O)OC)C=CN1)(F)F (Methyl 2-(4-(trifluoromethyl)phenyl)isonicotinate). Reagents/catalysts: [Pt](=O)=O (platinum(IV) oxide), [Pt](=O)=O (platinum(IV) oxide). Run in C(C)(=O)O (acetic acid). Run at time 5 hour. Product: FC(C1=CC=C(C=C1)C1NCCC(C1)C(=O)OC)(F)F (methyl 2-(4-(trifluoromethyl)phenyl)piperidine-4-carboxylate). Isolated yield 99.0%. RXN SMILES: [F:1][C:2]([F:20])([F:19])[C:3]1[CH:8]=[CH:7][C:6]([C:9]2[CH:10]=[C:11]([CH:16]=[CH:17][N:18]=2)[C:12]([O:14][CH3:15])=[O:13])=[CH:5][CH:4]=1>C(O)(=O)C.[Pt](=O)=O>[F:19][C:2]([F:1])([F:20])[C:3]1[CH:4]=[CH:5][C:6]([CH:9]2[CH2:10][CH:11]([C:12]([O:14][CH3:15])=[O:13])[CH2:16][CH2:17][NH:18]2)=[CH:7][CH:8]=1. Reported procedure: Methyl 2-(4-(trifluoromethyl)phenyl)isonicotinate (4.985 g, 17.73 mmol) was dissolved in acetic acid (45 mL) and platinum(IV) oxide (0.232 g, 1.02 mmol) added. The resulting mixture was hydrogenated in a Büchi hydrogenator at room temperature and 5 bar for 5 h. More platinum(IV) oxide (0.116 g, 0.51 mmol) was added and the hydrogenation continued at 5 bar for 1 h. The catalyst was filtered off and washed with MeOH and the eluate evaporated. DCM and 10% K2CO3 were added and the phases separated. ... The reactants are C1(CC1)C=1N=C2N(C=C(C=C2)N2C(C=C(C=C2)O)=O)C1C (1-(2-cyclopropyl-3-methylimidazo[1,2-a]pyridin-6-yl)-4-hydroxypyridin-2(1H)-one), FC=1C=C(C=CC1)CO ((3-fluorophenyl)-methanol), C(CCC)P(CCCC)CCCC (tributylphosphine), N(=NC(=O)N1CCCCC1)C(=O)N1CCCCC1 (1,1′-(azodicarbonyl)dipiperidine). The solvent is C1CCOC1 (THF). Conditions: temperature 60 celsius, time 4 hour. Product: C1(CC1)C=1N=C2N(C=C(C=C2)N2C(C=C(C=C2)OCC2=CC(=CC=C2)F)=O)C1C (1-(2-Cyclopropyl-3-methylimidazo[1,2-a]pyridin-6-yl)-4-((3-fluorobenzyl)oxy)pyridin-2(1H)-one). Yield: 21.7%. RXN SMILES: [CH:1]1([C:4]2[N:5]=[C:6]3[CH:11]=[CH:10][C:9]([N:12]4[CH:17]=[CH:16][C:15]([OH:18])=[CH:14][C:13]4=[O:19])=[CH:8][N:7]3[C:20]=2[CH3:21])[CH2:3][CH2:2]1.[F:22][C:23]1[CH:24]=[C:25]([CH2:29]O)[CH:26]=[CH:27][CH:28]=1.C(P(CCCC)CCCC)CCC.N(C(N1CCCCC1)=O)=NC(N1CCCCC1)=O>C1COCC1>[CH:1]1([C:4]2[N:5]=[C:6]3[CH:11]=[CH:10][C:9]([N:12]4[CH:17]=[CH:16][C:15]([O:18][CH2:29][C:25]5[CH:26]=[CH:27][CH:28]=[C:23]([F:22])[CH:24]=5)=[CH:14][C:13]4=[O:19])=[CH:8][N:7]3[C:20]=2[CH3:21])[CH2:3][CH2:2]1. Procedure details: To a solution of 1-(2-cyclopropyl-3-methylimidazo[1,2-a]pyridin-6-yl)-4-hydroxypyridin-2(1H)-one (150 mg), (3-fluorophenyl)-methanol (134 mg) and tributylphosphine (322 mg) in THF (15 ml) was added 1,1′-(azodicarbonyl)dipiperidine (401 mg). The mixture was stirred under sonication at 60° C. for 4 h. The reaction mixture was then cooled to room temperature and concentrated in vacuo. The residue was diluted with DCM (100 ml), and the DCM layer was washed with water and brine, dried over Na2SO4 and... The reactants are CC(=O)N1CCNCC1, CC(=O)O[BH-](OC(C)=O)OC(C)=O, O=C([O-])O, CC(=O)O, ClCCCl, [Na+], [Na+], O=Cc1cccc(Oc2ccccc2)c1, O. The product is CC(=O)N1CCN(Cc2cccc(Oc3ccccc3)c2)CC1. Reaction SMILES: [C:16]([CH3:17])(=[O:18])[N:19]1[CH2:20][CH2:21][NH:22][CH2:23][CH2:24]1.[C:25]([O:26][BH-:27]([O:28][C:29](=[O:30])[CH3:31])[O:32][C:33](=[O:34])[CH3:35])(=[O:36])[CH3:37].[C:39](=[O:40])([O-:41])[OH:42].[CH3:49][C:50](=[O:51])[OH:52].[Cl:44][CH2:45][CH2:46][Cl:47].[Na+:38].[Na+:43].[O:1]([c:2]1[cH:3][cH:4][cH:5][cH:6][cH:7]1)[c:8]1[cH:9][c:10]([CH:11]=[O:12])[cH:13][cH:14][cH:15]1.[OH2:48]>>[O:1]([c:2]1[cH:3][cH:4][cH:5][cH:6][cH:7]1)[c:8]1[cH:9][c:10]([CH2:11][N:22]2[CH2:21][CH2:20][N:19]([C:16]([CH3:17])=[O:18])[CH2:24][CH2:23]2)[cH:13][cH:14][cH:15]1.